Dataset: the Open Reaction Database (ORD), a public repository of structured organic reaction records. Task: describe an organic reaction: reactants, conditions, products, and yield Starting materials: ClC=1C=C(C(=O)OO)C=CC1 (m-chloroperoxybenzoic acid), CSC1=NSC(=N1)C1=C(C(=CC=C1)F)F (3-Methylthio-5-(2,3-difluorophenyl)-1,2,4-thiadiazole), C([O-])(O)=O.[Na+] (sodium bicarbonate). The solvent is C(Cl)(Cl)Cl (chloroform). Conditions: time 7 hour. Product: FC1=C(C=CC=C1F)C1=NC(=NS1)OCC#CC (5-(2,3-difluorophenyl)-3-(2-butynyloxy)-1,2,4-thiadiazole). Reaction SMILES: CS[C:3]1[N:7]=[C:6]([C:8]2[CH:13]=[CH:12][CH:11]=[C:10]([F:14])[C:9]=2[F:15])[S:5][N:4]=1.Cl[C:17]1[CH:18]=[C:19](C=CC=1)[C:20](OO)=[O:21].C(=O)(O)[O-].[Na+]>C(Cl)(Cl)Cl>[F:15][C:9]1[C:10]([F:14])=[CH:11][CH:12]=[CH:13][C:8]=1[C:6]1[S:5][N:4]=[C:3]([O:21][CH2:20][C:19]#[C:18][CH3:17])[N:7]=1 |f:2.3|. Procedure: 3-Methylthio-5-(2,3-difluorophenyl)-1,2,4-thiadiazole was dissolved in 14 ml of chloroform, and 279 mg of m-chloroperoxybenzoic acid (65%<) was added thereto. The mixture was stirred for 7 hours with ice-cooling, and allowed to stand at room temperature overnight. Then, the reaction mixture was added to an aqueous sodium bicarbonate solution, and layers were separated. The organic layer was concentrated. Further, toluene was added to the residue, and the mixture was concentrated. To the resultin... Reactants: [N+](=O)([O-])C=1C=C(C=CC1)C(C)NC1=NC(=CC(=N1)N1C=NC2=C1C=CC=C2)Cl (2-[1-(3-nitrophenyl)ethylamino]-4-[benzimidazol-1-yl]-6-chloropyrimidine), CC1=C(C=CC=C1)B(O)O (2-methylphenylboronic acid), CC#N.C(=O)(C(F)(F)F)O (CH3CN TFA). Reagents/catalysts: C1=CC=C(C=C1)P([C-]2C=CC=C2)C3=CC=CC=C3.C1=CC=C(C=C1)P([C-]2C=CC=C2)C3=CC=CC=C3.Cl[Pd]Cl.[Fe+2] ([1,1′-bis(diphenylphosphino)-ferrocene]dichloropalladium(II)). The product is [N+](=O)([O-])C=1C=C(C=CC1)C(C)NC1=NC(=CC(=N1)N1C=NC2=C1C=CC=C2)C2=C(C=CC=C2)C (2-[1-(3-Nitrophenyl)ethylamino]-4-[benzimidazol-1-yl]-6-(2-methylphenyl)pyrimidine). Reaction SMILES: [N+:1]([C:4]1[CH:5]=[C:6]([CH:10]([NH:12][C:13]2[N:18]=[C:17]([N:19]3[C:23]4[CH:24]=[CH:25][CH:26]=[CH:27][C:22]=4[N:21]=[CH:20]3)[CH:16]=[C:15](Cl)[N:14]=2)[CH3:11])[CH:7]=[CH:8][CH:9]=1)([O-:3])=[O:2].[CH3:29][C:30]1[CH:35]=[CH:34][CH:33]=[CH:32][C:31]=1B(O)O.CC#N.C(O)(C(F)(F)F)=O>C1C=CC(P(C2C=CC=CC=2)[C-]2C=CC=C2)=CC=1.C1C=CC(P(C2C=CC=CC=2)[C-]2C=CC=C2)=CC=1.Cl[Pd]Cl.[Fe+2]>[N+:1]([C:4]1[CH:5]=[C:6]([CH:10]([NH:12][C:13]2[N:18]=[C:17]([N:19]3[C:23]4[CH:24]=[CH:25][CH:26]=[CH:27][C:22]=4[N:21]=[CH:20]3)[CH:16]=[C:15]([C:31]3[CH:32]=[CH:33][CH:34]=[CH:35][C:30]=3[CH3:29])[N:14]=2)[CH3:11])[CH:7]=[CH:8][CH:9]=1)([O-:3])=[O:2] |f:2.3,4.5.6.7|. Reported procedure: The title compound was prepared from 2-[1-(3-nitrophenyl)ethylamino]-4-[benzimidazol-1-yl]-6-chloropyrimidine and 2-methylphenylboronic acid according to the precedure described in EXAMPLE 306, Step C and using [1,1′-bis(diphenylphosphino)-ferrocene]dichloropalladium(II) as catalyst. Mass spectrum (CH3CN/TFA/NH4O2CH/ESI) 451.3 (M+1). The reactants are C(C)(=O)SC1CC(N1C(C(=O)OCC1=CC=C(C=C1)[N+](=O)[O-])O)=O (p-Nitrobenzyl 2-(4-acetylthio-2-oxo-1-azetidinyl)-2-hydroxyacetate), C(C(=O)Cl)(=O)Cl (oxalyl chloride). The reagents and catalysts are CN(C=O)C (dimethylformamide). Conditions: time 1.15 hour. Yields the product C(C)(=O)SC1CC(N1C(C(=O)OCC1=CC=C(C=C1)[N+](=O)[O-])Cl)=O (p-Nitrobenzyl 2-(4-Acetylthio-2-oxo-1-azetidinyl)-2-chloroacetate), 11.4. Yield: 100.0%. Reaction SMILES: [C:1]([S:4][CH:5]1[N:8]([CH:9](O)[C:10]([O:12][CH2:13][C:14]2[CH:19]=[CH:18][C:17]([N+:20]([O-:22])=[O:21])=[CH:16][CH:15]=2)=[O:11])[C:7](=[O:24])[CH2:6]1)(=[O:3])[CH3:2].C(Cl)(=O)C([Cl:28])=O>CN(C)C=O>[C:1]([S:4][CH:5]1[N:8]([CH:9]([Cl:28])[C:10]([O:12][CH2:13][C:14]2[CH:19]=[CH:18][C:17]([N+:20]([O-:22])=[O:21])=[CH:16][CH:15]=2)=[O:11])[C:7](=[O:24])[CH2:6]1)(=[O:3])[CH3:2]. Reported procedure: To a mixture of acid 1 (10.0 g, 79 mmoles) in 100 ml of oxalyl chloride was added one drop of dimethylformamide. The mixture was stirred for 1.15 h at 23° and then the excess oxalyl chloride was distilled off at 23° and 10-20 torr to give acid chloride 2 as a brown oil, 11.4 (100%). ##STR182## The reactants are BrC=1C=NC(NC1)=O (5-Bromopyrimidin-2-one), OCC=1SC=CC1 (2-hydroxymethylthiophene), C(C(C)(C)C)OC(N(C)C)OCC(C)(C)C (N,N-dimethylformamide dineopentyl acetal). The solvent is CN(C)C=O (DMF). Yields the product BrC=1C=NC(N(C1)CC=1SC=CC1)=O (5-Bromo-1-(2-thienylmethyl)pyrimidin-2-one). The yield is 48.0%. RXN SMILES: [Br:1][C:2]1[CH:3]=[N:4][C:5](=[O:8])[NH:6][CH:7]=1.O[CH2:10][C:11]1[S:12][CH:13]=[CH:14][CH:15]=1.C(OC(OCC(C)(C)C)N(C)C)C(C)(C)C>CN(C=O)C>[Br:1][C:2]1[CH:3]=[N:4][C:5](=[O:8])[N:6]([CH2:10][C:11]2[S:12][CH:13]=[CH:14][CH:15]=2)[CH:7]=1. Procedure details: 5-Bromopyrimidin-2-one (10 mmol), 2-hydroxymethylthiophene (36 mmol) and N,N-dimethylformamide dineopentyl acetal (15 mmol) in DMF (40 ml) were heated together at 80° C. for 150 min. The coloured solution was evaporated to dryness at reduced pressure (1 mmHg), the residual viscous material triturated with pet, ether (2×25 ml) and with ether (50 ml) when it solidified. This material was dissolved in chloroform and chromatographed on alumina (20 g, activity III). The title compound was eluted with... The reactants are C(C)(=O)Cl (acetyl chloride), N1CC(C1)CCCCNC(=O)N1CC2=CC=CC=C2C1 (N-(4-(azetidin-3-yl)butyl)isoindoline-2-carboxamide), NC=1C=C2CN(CC2=CC1)C(=O)NC1=CC=C(C=C1)C(NCCC)=O (5-amino-N-(4-(propylcarbamoyl)phenyl)isoindoline-2-carboxamide). Yields the product C(C1=CC=CC=C1)(=O)N1CC(C1)CCCCNC(=O)N1CC2=CC=CC=C2C1 (N-[4-(1-benzoylazetidin-3-yl)butyl]-1,3-dihydro-2H-isoindole-2-carboxamide). Reaction SMILES: C(Cl)(=O)C.[NH:5]1[CH2:8][CH:7]([CH2:9][CH2:10][CH2:11][CH2:12][NH:13][C:14]([N:16]2[CH2:24][C:23]3[C:18](=[CH:19][CH:20]=[CH:21][CH:22]=3)[CH2:17]2)=[O:15])[CH2:6]1.NC1C=C2C(=CC=1)CN(C(N[C:38]1[CH:43]=[CH:42][C:41]([C:44](=[O:49])NCCC)=[CH:40][CH:39]=1)=O)C2>>[C:44]([N:5]1[CH2:8][CH:7]([CH2:9][CH2:10][CH2:11][CH2:12][NH:13][C:14]([N:16]2[CH2:24][C:23]3[C:18](=[CH:19][CH:20]=[CH:21][CH:22]=3)[CH2:17]2)=[O:15])[CH2:6]1)(=[O:49])[C:41]1[CH:42]=[CH:43][CH:38]=[CH:39][CH:40]=1. Procedure: The title compound was prepared as described in Example 278, substituting benzoyl chloride for acetyl chloride and N-(4-(azetidin-3-yl)butyl)isoindoline-2-carboxamide for 5-amino-N-(4-(propylcarbamoyl)phenyl)isoindoline-2-carboxamide. 1H NMR (300 MHz, DMSO-d6) δ 7.67-7.57 (m, 2H), 7.57-7.39 (m, 3H), 7.39-7.23 (m, 4H), 6.28 (s, 1H), 4.56 (s, 4H), 4.34 (t, J=8.3 Hz, 1H), 4.11 (t, J=9.0 Hz, 1H), 4.01-3.82 (m, 1H), 3.65 (dd, J=9.8, 5.8 Hz, 1H), 3.07 (dd, J=12.7, 6.8 Hz, 2H), 2.66-2.53 (m, 1H), 1.59 ... Product: N1C(=NC=C1)NC(=O)N1CCC(CC1)N(CC1=NC=CC=C1C(C)(C1=CC=CC=C1)C)CC1=NC=C(C=C1C)Cl (4-{(5-Chloro-3-methyl-pyridin-2-ylmethyl)-[3-(1-methyl-1-phenyl-ethyl)-pyridin-2-ylmethyl]-amino}-piperidine-1-carboxylic acid (1H-imidazol-2-yl)-amide). Run in CN(C)C=O (DMF). Reactants: ClC=1C=C(C(=NC1)CN(C1CCNCC1)CC1=NC=CC=C1C(C)(C1=CC=CC=C1)C)C ((5-Chloro-3-methyl-pyridin-2-ylmethyl)-[3-(1-methyl-1-phenyl-ethyl)-pyridin-2-ylmethyl]-piperidin-4-yl-amine), N1C(=NC=C1)NC(=O)N1C=NC=C1 (imidazole-1-carboxylic acid (1H-imidazol-2-yl)-amide), CCN(C(C)C)C(C)C (DIPEA). Procedure details: The amine from above (230 mg, 0.50 mmol), and imidazole-1-carboxylic acid (1H-imidazol-2-yl)-amide (300 mg, 1.0 mmol) were combined in DMF (2.5 mL) and treated with DIPEA (0.52 mL, 3.0 mmol). The solution was stirred at 75° C. for 3 hours and then concentrated under reduced pressure. This afforded, after column chromatography with silica gel (50:1:0.2 CH2Cl2:MeOH:NH4OH), COMPOUND 309 (180 mg, 65%). 1H NMR (CDCl3): δ 1.17 (q, 2H, J=12.3 Hz), 1.55 (d, 2H, J=12.3 Hz), 1.61 (s, 6H), 2.29 (s, 3H), 2.... Reaction conditions: temperature 75 celsius, time 3 hour. As a reaction SMILES: [Cl:1][C:2]1[CH:3]=[C:4]([CH3:32])[C:5]([CH2:8][N:9]([CH2:16][C:17]2[C:22]([C:23]([CH3:31])([C:25]3[CH:30]=[CH:29][CH:28]=[CH:27][CH:26]=3)[CH3:24])=[CH:21][CH:20]=[CH:19][N:18]=2)[CH:10]2[CH2:15][CH2:14][NH:13][CH2:12][CH2:11]2)=[N:6][CH:7]=1.[NH:33]1[CH:37]=[CH:36][N:35]=[C:34]1[NH:38][C:39](N1C=CN=C1)=[O:40].CCN(C(C)C)C(C)C>CN(C=O)C>[NH:33]1[CH:37]=[CH:36][N:35]=[C:34]1[NH:38][C:39]([N:13]1[CH2:12][CH2:11][CH:10]([N:9]([CH2:8][C:5]2[C:4]([CH3:32])=[CH:3][C:2]([Cl:1])=[CH:7][N:6]=2)[CH2:16][C:17]2[C:22]([C:23]([CH3:24])([C:25]3[CH:30]=[CH:29][CH:28]=[CH:27][CH:26]=3)[CH3:31])=[CH:21][CH:20]=[CH:19][N:18]=2)[CH2:15][CH2:14]1)=[O:40]. Reactants: BrB(Br)Br, COc1cc(C(=O)O)ccc1C(C)(C)C, ClCCl. Yields the product CC(C)(C)c1ccc(C(=O)O)cc1O. Reaction SMILES: [B:16]([Br:17])([Br:18])[Br:19].[C:1]([CH3:2])([CH3:3])([CH3:4])[c:5]1[c:6]([O:14][CH3:15])[cH:7][c:8]([C:9](=[O:10])[OH:11])[cH:12][cH:13]1.[Cl:20][CH2:21][Cl:22]>>[C:1]([CH3:2])([CH3:3])([CH3:4])[c:5]1[c:6]([OH:14])[cH:7][c:8]([C:9](=[O:10])[OH:11])[cH:12][cH:13]1.